This data is from the Open Reaction Database (ORD), a public repository of structured organic reaction records. The task is: describe an organic reaction: reactants, conditions, products, and yield Starting materials: C(C)(C)(C)OC(NC(C(N(C)OC)=O)C1=CC(=C(C=C1)Cl)Cl)=O (rac-[(3,4-dichloro-phenyl)-(methoxy-methyl-carbamoyl)-methyl]-carbamic acid tert-butyl ester), C(C)(C)(C)OC(NC(C(N(C)OC)=O)C1=CC(=C(C=C1)Cl)Cl)=O (rac-[(3,4-dichloro-phenyl)-(methoxy-methyl-carbamoyl)-methyl]-carbamic acid tert-butyl ester), BrC=1C(=NC(=CC1)OC1COCC1)C (rac-3-bromo-2-methyl-6-(tetrahydro-furan-3-yloxy)-pyridine), BrC=1C(=NC(=CC1)OC1COCC1)C (rac-3-bromo-2-methyl-6-(tetrahydro-furan-3-yloxy)-pyridine). Product: C(C)(C)(C)OC(NC(C(=O)C=1C(=NC(=CC1)OC1COCC1)C)C1=CC(=C(C=C1)Cl)Cl)=O (rac-[1-(3,4-Dichloro-phenyl)-2-[2-methyl-6-(tetrahydro-furan-3-yloxy)-pyridin-3-yl]-2-oxo-ethyl]-carbamic acid tert-butyl ester). RXN SMILES: [C:1]([O:5][C:6](=[O:23])[NH:7][CH:8]([C:15]1[CH:20]=[CH:19][C:18]([Cl:21])=[C:17]([Cl:22])[CH:16]=1)[C:9](=[O:14])N(OC)C)([CH3:4])([CH3:3])[CH3:2].Br[C:25]1[C:26]([CH3:37])=[N:27][C:28]([O:31][CH:32]2[CH2:36][CH2:35][O:34][CH2:33]2)=[CH:29][CH:30]=1>>[C:1]([O:5][C:6](=[O:23])[NH:7][CH:8]([C:15]1[CH:20]=[CH:19][C:18]([Cl:21])=[C:17]([Cl:22])[CH:16]=1)[C:9]([C:25]1[C:26]([CH3:37])=[N:27][C:28]([O:31][CH:32]2[CH2:36][CH2:35][O:34][CH2:33]2)=[CH:29][CH:30]=1)=[O:14])([CH3:2])([CH3:3])[CH3:4]. Procedure details: The title compound was prepared from rac-[(3,4-dichloro-phenyl)-(methoxy-methyl-carbamoyl)-methyl]-carbamic acid tert-butyl ester (Intermediate 9) and rac-3-bromo-2-methyl-6-(tetrahydro-furan-3-yloxy)-pyridine (Intermediate 13) in analogy to Example 1a): MS (ISP): 481.2 (M+H)+ and 483.2 ((M-Boc)+H)+ (100%).